Dataset: the Open Reaction Database (ORD), a public repository of structured organic reaction records. Task: describe an organic reaction: reactants, conditions, products, and yield Reaction SMILES: [CH3:1][N:2]1[CH:6]2[CH2:7][CH2:8][CH2:9][CH:5]2[NH:4][C:3]1=[O:10].[H-].[Na+].Cl[C:14]1[N:15]=[N:16][C:17]([C:20]#[C:21][C:22]2[CH:27]=[CH:26][CH:25]=[CH:24][CH:23]=2)=[CH:18][CH:19]=1>CN(C=O)C>[CH3:1][N:2]1[CH:6]2[CH2:7][CH2:8][CH2:9][CH:5]2[N:4]([C:14]2[N:15]=[N:16][C:17]([C:20]#[C:21][C:22]3[CH:23]=[CH:24][CH:25]=[CH:26][CH:27]=3)=[CH:18][CH:19]=2)[C:3]1=[O:10] |f:1.2|. Yields the product CN1C(N(C2C1CCC2)C=2N=NC(=CC2)C#CC2=CC=CC=C2)=O ((3aRS,6aSR)-1-Methyl-3-(6-phenylethynyl-pyridazin-3-yl)-hexahydro-cyclopentaimidazol-2-one). Procedure: To a solution of (3aRS, 6aSR)-1-methyl-hexahydro-cyclopentaimidazol-2-one (Example 106, step 3) (55 mg, 0.39 mmol, 1.5 equiv.) in 3 ml of DMF was added 60% sodium hydride suspension in mineral oil (17 mg, 0.42 mmol, 1.6 equiv.). The white suspension was stirred for 30 min. at room temperature. Then 3-chloro-6-(phenylethynyl)pyridazine (CAS 77778-15-5) (56 mg, 0.261 mmol) was added and the reaction was stirred for 1 hour at room temperature. After workup with ethyl acetate/water, drying over magn... The reactants are CN1C(NC2C1CCC2)=O ((3aRS, 6aSR)-1-Methyl-hexahydro-cyclopentaimidazol-2-one), [H-].[Na+] (sodium hydride), oil, ClC=1N=NC(=CC1)C#CC1=CC=CC=C1 (3-chloro-6-(phenylethynyl)pyridazine). Reaction conditions: time 30 minute. The solvent is CN(C)C=O (DMF). The yield is 48.1%.